From a dataset of the Open Reaction Database (ORD), a public repository of structured organic reaction records. describe an organic reaction: reactants, conditions, products, and yield The reactants are IC1=C2C(=NC=C1)N(C=C2)C(C)=O (1-(4-iodo-pyrrolo[2,3-b]pyridin-1-yl)-ethanone), C(#N)[Cu] (CuCN). The reagents and catalysts are C=1C=CC(=CC1)/C=C/C(=O)/C=C/C2=CC=CC=C2.C=1C=CC(=CC1)/C=C/C(=O)/C=C/C2=CC=CC=C2.C=1C=CC(=CC1)/C=C/C(=O)/C=C/C2=CC=CC=C2.[Pd].[Pd] (Pd2 dba3), C1=CC=C(C=C1)P([C-]2C=CC=C2)C3=CC=CC=C3.C1=CC=C(C=C1)P([C-]2C=CC=C2)C3=CC=CC=C3.[Fe+2] (dppf). Run in O1CCOCC1 (dioxane). The product is C(C)(=O)N1C=CC2=C1N=CC=C2C#N (1-acetyl-1H-pyrrolo[2,3-b]pyridine-4-carbonitrile). RXN SMILES: I[C:2]1[CH:7]=[CH:6][N:5]=[C:4]2[N:8]([C:11](=[O:13])[CH3:12])[CH:9]=[CH:10][C:3]=12.[C:14]([Cu])#[N:15]>O1CCOCC1.C1C=CC(/C=C/C(/C=C/C2C=CC=CC=2)=O)=CC=1.C1C=CC(/C=C/C(/C=C/C2C=CC=CC=2)=O)=CC=1.C1C=CC(/C=C/C(/C=C/C2C=CC=CC=2)=O)=CC=1.[Pd].[Pd].C1C=CC(P(C2C=CC=CC=2)[C-]2C=CC=C2)=CC=1.C1C=CC(P(C2C=CC=CC=2)[C-]2C=CC=C2)=CC=1.[Fe+2]>[C:11]([N:8]1[C:4]2[N:5]=[CH:6][CH:7]=[C:2]([C:14]#[N:15])[C:3]=2[CH:10]=[CH:9]1)(=[O:13])[CH3:12] |f:3.4.5.6.7,8.9.10|. Procedure: A mixture of 1-(4-iodo-pyrrolo[2,3-b]pyridin-1-yl)-ethanone (4.30 g, step C), CuCN (6.841 g), Pd2 dba3 (0.729 g), and dppf (1.636 g) in 85 mL of dioxane was heated to reflux for 2 h. Solid was removed by filtration through a pad of Celite®. The filtrate was concentrated to give a yellow solid as crude compound, which was purified by chromatography through silica gel (250 g, 5-30% EtOAc/hexanes, stepwise gradient) to afford 1-acetyl-1H-pyrrolo[2,3-b]pyridine-4-carbonitrile as a white fluffy solid... The reactants are O (Water), C(=O)(OC(C)(C)C)NC(C)C=CC1C(CCC1(C)C)(C)C (N-Boc-2-amino-4-(2,2,5,5-tetramethyl-1-cyclopentyl)-3-butene), FC(C(=O)O)(F)F (trifluoroacetic acid), [OH-].[K+] (KOH). Conditions: time 8 hour. Yields the product NC(C)(C=CC1C(CCC1(C)C)(C)C)C (2-amino-2-methyl-4-(2,2,5,5-tetramethyl-1-cyclopentyl)butene). RXN SMILES: C([NH:8][CH:9]([CH:11]=[CH:12][CH:13]1[C:17]([CH3:19])([CH3:18])[CH2:16][CH2:15][C:14]1([CH3:21])[CH3:20])[CH3:10])(OC(C)(C)C)=O.O.[OH-].[K+].F[C:26](F)(F)C(O)=O>>[NH2:8][C:9]([CH3:10])([CH:11]=[CH:12][CH:13]1[C:14]([CH3:20])([CH3:21])[CH2:15][CH2:16][C:17]1([CH3:18])[CH3:19])[CH3:26] |f:2.3|. Procedure details: N-Boc-2-amino-4-(2,2,5,5-tetramethyl-1-cyclopentyl)-3-butene is dissolved in trifluoroacetic acid and the solution is stirred overnight. Water is added and the mixture is made basic with 20% KOH. The mixture is extracted with ether and the organic layer is dried over Na2SO4 and evaporated to yield 2-amino-2-methyl-4-(2,2,5,5-tetramethyl-1-cyclopentyl)butene. The product is COCC1(C#N)CC(=CC#N)C1. Reactants: CCOP(=O)(CC#N)OCC, COCC1(C#N)CC(=O)C1, CC(C)(C)[O-], [K+], C1CCOC1. RXN SMILES: [C:7](#[N:8])[CH2:9][P:10](=[O:11])([O:12][CH2:13][CH3:14])[O:15][CH2:16][CH3:17].[CH3:18][O:19][CH2:20][C:21]1([C:26]#[N:27])[CH2:22][C:23](=[O:25])[CH2:24]1.[CH3:1][C:2]([CH3:3])([O-:4])[CH3:5].[K+:6].[O:28]1[CH2:29][CH2:30][CH2:31][CH2:32]1>>[C:7](#[N:8])[CH:9]=[C:23]1[CH2:22][C:21]([CH2:20][O:19][CH3:18])([C:26]#[N:27])[CH2:24]1. Reactants: ClC1=CC(=C(CN2N=CC3=CC(=CC=C23)C=C2C(N=C(S2)SCC)=O)C=C1)C(F)(F)F (5-[1-(4-chloro-2-trifluoromethyl-benzyl)-1H-indazol-5-ylmethylene]-2-ethylsulfanyl-thiazol-4-one), C(C)(C)(C)OC(N[C@@H]1CNCCC1)=O (piperidin-3-(S)-yl-carbamic acid tert-butyl ester). Product: C(C)(C)(C)OC(NC1CN(CCC1)C=1SC(C(N1)=O)=CC=1C=C2C=NN(C2=CC1)CC1=C(C=C(C=C1)Cl)C(F)(F)F)=O ((1-{5-[1-(4-Chloro-2-trifluoromethyl-benzyl)-1H-indazol-5-ylmethylene]-4-oxo-4,5-dihydro-thiazol-2-yl}-piperidin-3-yl)-carbamic acid tert-butyl ester), N[C@@H]1CN(CCC1)C=1SC(C(N1)=O)=CC=1C=C2C=NN(C2=CC1)CC1=C(C=C(C=C1)Cl)C(F)(F)F (2-(3-(S)-Amino-piperidin-1-yl)-5-[1-(4-chloro-2-trifluoromethyl-benzyl)-1H-indazol-5-ylmethylene]-thiazol-4-one). Reaction SMILES: [Cl:1][C:2]1[CH:27]=[CH:26][C:5]([CH2:6][N:7]2[C:15]3[C:10](=[CH:11][C:12]([CH:16]=[C:17]4[S:21][C:20](SCC)=[N:19][C:18]4=[O:25])=[CH:13][CH:14]=3)[CH:9]=[N:8]2)=[C:4]([C:28]([F:31])([F:30])[F:29])[CH:3]=1.[C:32]([O:36][C:37](=[O:45])[NH:38][C@H:39]1[CH2:44][CH2:43][CH2:42][NH:41][CH2:40]1)([CH3:35])([CH3:34])[CH3:33]>>[C:32]([O:36][C:37](=[O:45])[NH:38][CH:39]1[CH2:44][CH2:43][CH2:42][N:41]([C:20]2[S:21][C:17](=[CH:16][C:12]3[CH:11]=[C:10]4[C:15](=[CH:14][CH:13]=3)[N:7]([CH2:6][C:5]3[CH:26]=[CH:27][C:2]([Cl:1])=[CH:3][C:4]=3[C:28]([F:30])([F:31])[F:29])[N:8]=[CH:9]4)[C:18](=[O:25])[N:19]=2)[CH2:40]1)([CH3:35])([CH3:33])[CH3:34].[NH2:38][C@H:39]1[CH2:44][CH2:43][CH2:42][N:41]([C:20]2[S:21][C:17](=[CH:16][C:12]3[CH:11]=[C:10]4[C:15](=[CH:14][CH:13]=3)[N:7]([CH2:6][C:5]3[CH:26]=[CH:27][C:2]([Cl:1])=[CH:3][C:4]=3[C:28]([F:29])([F:31])[F:30])[N:8]=[CH:9]4)[C:18](=[O:25])[N:19]=2)[CH2:40]1. Procedure: (1-{5-[1-(4-Chloro-2-trifluoromethyl-benzyl)-1H-indazol-5-ylmethylene]-4-oxo-4,5-dihydro-thiazol-2-yl}-piperidin-3-yl)-carbamic acid tert-butyl ester was prepared from 5-[1-(4-chloro-2-trifluoromethyl-benzyl)-1H-indazol-5-ylmethylene]-2-ethylsulfanyl-thiazol-4-one and piperidin-3-(S)-yl-carbamic acid tert-butyl ester following General Procedure C. The compound was used directly following General Procedure H to provide 2-(3-(S)-Amino-piperidin-1-yl)-5-[1-(4-chloro-2-trifluoromethyl-benzyl)-1H-ind... Reactants: NC1=CC(=C(C(=O)NCCCCCN2C[C@H](CC2)CNC(=O)OC(C)(C)C)C=C1Cl)OC (4-Amino-N-(5-((3R)-3-tert-butoxycarbonylaminomethylpyrrolidin-1-yl)pentyl)-5-chloro-2-methoxybenzamide). Run in Cl.O1CCOCC1 (hydrochloric acid dioxane). Run at temperature 0 celsius, time 30 minute. Yields the product NC1=CC(=C(C(=O)NC[C@@H]2CN(CC2)CCCCCNC(C2=C(C=C(C(=C2)Cl)N)OC)=O)C=C1Cl)OC (4-amino-N-((3R)-1-(5-(4-amino-5-chloro-2-methoxybenzoylamino)pentyl)pyrrolidin-3-ylmethyl)-5-chloro-2-methoxybenzamide). Yield: 35.1%. RXN SMILES: [NH2:1][C:2]1[C:29]([Cl:30])=[CH:28][C:5]([C:6]([NH:8][CH2:9][CH2:10][CH2:11][CH2:12][CH2:13][N:14]2[CH2:18][CH2:17][C@H:16]([CH2:19][NH:20][C:21]([O:23]C(C)(C)C)=O)[CH2:15]2)=[O:7])=[C:4]([O:31][CH3:32])[CH:3]=1>Cl.O1CCOCC1>[NH2:1][C:2]1[C:29]([Cl:30])=[CH:28][C:5]([C:21]([NH:20][CH2:19][C@H:16]2[CH2:17][CH2:18][N:14]([CH2:13][CH2:12][CH2:11][CH2:10][CH2:9][NH:8][C:6](=[O:7])[C:5]3[CH:28]=[C:29]([Cl:30])[C:2]([NH2:1])=[CH:3][C:4]=3[O:31][CH3:32])[CH2:15]2)=[O:23])=[C:4]([O:31][CH3:32])[CH:3]=1 |f:1.2|. Reported procedure: 4-Amino-N-(5-((3R)-3-tert-butoxycarbonylaminomethylpyrrolidin-1-yl)pentyl)-5-chloro-2-methoxybenzamide (1.45 g) was dissolved in 4N hydrochloric acid-dioxane solution (10 ml) and the mixture was stood at room temperature for 30 min. The reaction mixture was concentrated under reduced pressure. Dimethylformamide (30 ml) was added to the residue and the mixture was neutralized with triethylamine (1.37 ml). 4-Amino-5-chloro-2-methoxybenzoic acid (0.66 g) and 1-hydroxybenzo-triazole (0.49 g) were ad... Starting materials: O=S(=O)(O)Cl, Fc1ccc(Oc2ccccc2)cc1, O. The product is O=S(=O)(Cl)c1ccc(Oc2ccc(F)cc2)cc1. RXN SMILES: [Cl:1][S:2](=[O:3])(=[O:4])[OH:5].[F:6][c:7]1[cH:8][cH:9][c:10]([O:11][c:12]2[cH:13][cH:14][cH:15][cH:16][cH:17]2)[cH:18][cH:19]1.[OH2:20]>>[Cl:1][S:2](=[O:3])(=[O:5])[c:15]1[cH:14][cH:13][c:12]([O:11][c:10]2[cH:9][cH:8][c:7]([F:6])[cH:19][cH:18]2)[cH:17][cH:16]1. The reactants are C(=O)=O (dry ice), Mg, C(=O)=O (dry ice), ( 5 ), BrC1(C=C)CC=CC=C1 (1-bromostyrene), Mg, BrC1(C=C)CC=CC=C1 (1-bromostyrene). Run in C1CCOC1 (THF). Yields the product C(=C)C1(C(=O)O)CC=CC=C1 (1-vinylbenzoic acid). Isolated yield 66.0%. Reaction SMILES: Br[C:2]1([CH:9]=[CH:8][CH:7]=[CH:6][CH2:5]1)[CH:3]=[CH2:4].[C:10](=[O:12])=[O:11]>C1COCC1>[CH:3]([C:2]1([CH:9]=[CH:8][CH:7]=[CH:6][CH2:5]1)[C:10]([OH:12])=[O:11])=[CH2:4]. Procedure details: Preparation of ##STR89## Mg turnings (1.75g, 0.072 g atom) were placed in an oven dried 250 ml 3 neck flask with condenser and addition funnel (all assembled hot). The entire apparatus was evacuated and filled with argon. The flask was charged with 10 ml of anhydrous THF and the addition funnel was charged with 8.0 gm (43.7 mmol) of 1-bromostyrene in 50 ml of anhydrous THF. Five (5) ml of the 1-bromostyrene solution was added to the Mg turnings and the mixture was heated to 65°-70° C. and the re... Run at time 3 hour. Procedure details: To a 30° C. mixture of 1-[((3S)-3-[(phenylmethoxy)carbonyl]amino-hexahydro-2-oxo-1H-azepin-1-yl)acetyl]pyrrolidine (20 g, 54 mmol), ethanol (100 mL), THF (100 mL) and wet 10% Pd/C (4 g) was added ammonium formate (5.1 g, 81 mmol) over 45 min. After stirring for 3 h, the reaction was cooled to room temperature and filtered. The filtrate was concentrated, taken up in TBME (150 mL) and filtered again. The filtrate was concentrated in vacuo to provide 12.3 g (95%) of (S)-1-[(3-amino-hexahydro-2-oxo-... The solvent is C1CCOC1 (THF). The reagents and catalysts are [Pd] (Pd/C). Reaction SMILES: C1(COC([NH:11][C@H:12]2[CH2:18][CH2:17][CH2:16][CH2:15][N:14]([CH2:19][C:20]([N:22]3[CH2:26][CH2:25][CH2:24][CH2:23]3)=[O:21])[C:13]2=[O:27])=O)C=CC=CC=1.C(O)C.C([O-])=O.[NH4+]>[Pd].C1COCC1>[NH2:11][C@H:12]1[CH2:18][CH2:17][CH2:16][CH2:15][N:14]([CH2:19][C:20]([N:22]2[CH2:23][CH2:24][CH2:25][CH2:26]2)=[O:21])[C:13]1=[O:27] |f:2.3|. The reactants are C1(=CC=CC=C1)COC(=O)N[C@@H]1C(N(CCCC1)CC(=O)N1CCCC1)=O (1-[((3S)-3-[(phenylmethoxy)carbonyl]amino-hexahydro-2-oxo-1H-azepin-1-yl)acetyl]pyrrolidine), C(C)O (ethanol), C(=O)[O-].[NH4+] (ammonium formate). Yields the product N[C@@H]1C(N(CCCC1)CC(=O)N1CCCC1)=O ((S)-1-[(3-amino-hexahydro-2-oxo-1H-azepin-1-yl)acetyl]pyrrolidine). Isolated yield 95.2%. Reactants: N#CCc1c[nH]cn1, CC(C)I, CN(C)C=O, ClC(Cl)Cl, [H-], [Na+], O. The product is CC(C)n1cnc(CC#N)c1. RXN SMILES: [C:3](#[N:4])[CH2:5][c:6]1[n:7][cH:8][nH:9][cH:10]1.[CH3:11][CH:12]([CH3:13])[I:14].[CH3:16][N:17]([CH3:18])[CH:19]=[O:20].[CH:21]([Cl:22])([Cl:23])[Cl:24].[H-:1].[Na+:2].[OH2:15]>>[C:3](#[N:4])[CH2:5][c:6]1[n:7][cH:8][n:9]([CH:12]([CH3:11])[CH3:13])[cH:10]1. Reactants: C(C)OC(C(=C)CC1=CC=CC=C1)=O (α-benzylacrylic acid ethyl ester), C(C)(=S)O (thioacetic acid). Reaction conditions: time 20 hour. The product is C(C)OC(C(CSC(C)=O)CC1=CC=CC=C1)=O (3-acetylthio-2-benzyl-propionic acid ethyl ester). As a reaction SMILES: [CH2:1]([O:3][C:4](=[O:14])[C:5]([CH2:7][C:8]1[CH:13]=[CH:12][CH:11]=[CH:10][CH:9]=1)=[CH2:6])[CH3:2].[C:15]([OH:18])(=[S:17])[CH3:16]>>[CH2:1]([O:3][C:4](=[O:14])[CH:5]([CH2:7][C:8]1[CH:13]=[CH:12][CH:11]=[CH:10][CH:9]=1)[CH2:6][S:17][C:15](=[O:18])[CH3:16])[CH3:2]. Reported procedure: A mixture of 576 mg of α-benzylacrylic acid ethyl ester and 0.259 ml of thioacetic acid is stirred for 20 hours at 70° and then concentrated by evaporation in vacuo. The residue is purified by flash chromatography with eluant F. Rf (C)=0.35.